Dataset: the Open Reaction Database (ORD), a public repository of structured organic reaction records. Task: describe an organic reaction: reactants, conditions, products, and yield Reactants: CCO, CC(C)=O, O=[N+]([O-])c1c(Cl)nc(N2CCSCC2)nc1Cl, [Na], C1COCCO1. Yields the product CCOc1nc(N2CCSCC2)nc(Cl)c1[N+](=O)[O-]. Reaction SMILES: [CH3:19][CH2:20][OH:21].[CH3:22][C:23](=[O:24])[CH3:25].[Cl:1][c:2]1[n:3][c:4]([N:12]2[CH2:13][CH2:14][S:15][CH2:16][CH2:17]2)[n:5][c:6]([Cl:11])[c:7]1[N+:8](=[O:9])[O-:10].[Na:18].[O:26]1[CH2:27][CH2:28][O:29][CH2:30][CH2:31]1>>[c:2]1([O:21][CH2:20][CH3:19])[n:3][c:4]([N:12]2[CH2:13][CH2:14][S:15][CH2:16][CH2:17]2)[n:5][c:6]([Cl:11])[c:7]1[N+:8](=[O:9])[O-:10]. The reactants are Cl.C(C1=CC=CC=C1)O[C@H]1[C@](N(C[C@H]1OCC1=CC=CC=C1)CC1CC1)(OCC1=CC=CC=C1)C ((2R,3R,4R)-3,4-dibenzyloxy-2-benzyloxy-methyl-1-cyclopropylmethylpyrrolidine, hydrochloride), Cl.C(C1=CC=CC=C1)O[C@H]1[C@](N(C[C@H]1OCC1=CC=CC=C1)CC1CC1)(OCC1=CC=CC=C1)C ((2R,3R,4R)-3,4-dibenzyloxy-2-benzyloxy-methyl-1-cyclopropylmethylpyrrolidine, hydrochloride), Cl (hydrochloric acid), C(C)O (ethanol). The reagents and catalysts are [Pd] (Pd/C). Reaction conditions: time 24 hour. Yields the product Cl.C1(CC1)CN1[C@@H]([C@H]([C@@H](C1)O)O)CO ((2R,3R,4R)-1-cyclopropylmethyl-3,4-dihydroxy-2-hydroxymethylpyrrolidine, hydrochloride). The yield is 100.0%. Reaction SMILES: [ClH:1].C([O:9][C@@H:10]1[C@H:14]([O:15]CC2C=CC=CC=2)[CH2:13][N:12]([CH2:23][CH:24]2[CH2:26][CH2:25]2)[C@:11]1([CH3:35])OCC1C=CC=CC=1)C1C=CC=CC=1.Cl.C([OH:39])C>[Pd]>[ClH:1].[CH:24]1([CH2:23][N:12]2[CH2:13][C@@H:14]([OH:15])[C@H:10]([OH:9])[C@H:11]2[CH2:35][OH:39])[CH2:25][CH2:26]1 |f:0.1,5.6|. Procedure: To a solution of (2R,3R,4R)-3,4-dibenzyloxy-2-benzyloxy-methyl-1-cyclopropylmethylpyrrolidine, hydrochloride (Compound 8) (0.14 g, 0.28 mmol) in 96% ethanol (15 ml) was added 10% Pd/C (50 mg) and 1 M hydrochloric acid (0.1 ml). The reaction mixture was hydrogenated in Parr apparatus at 40 psi for 24 hours. The mixture was filtered and concentrated in vacuo giving (2R,3R,4R)-1-cyclopropylmethyl-3,4-dihydroxy-2-hydroxymethylpyrrolidine, hydrochloride as a yellow oil (0.063 g, yield: 100%).